This data is from the Open Reaction Database (ORD), a public repository of structured organic reaction records. The task is: describe an organic reaction: reactants, conditions, products, and yield Reactants: NC(C(=O)N)(C(C)C)C (2-Amino-2,3-dimethylbutyramide), ClC1=CSC=2C1=NC1=C(C2)C(=O)OC1=O (3-chlorothieno[3,2-b]pyridine-5,6-dicarboxylic acid anhydride). The solvent is C1CCOC1 (THF). Reaction conditions: time 5 minute. Product: C(N)(=O)C(C(C)C)(C)NC(=O)C1=C(C=C2C(=N1)C(=CS2)Cl)C(=O)O (5-[(1-carbamoyl-1,2-dimethylpropyl)carbamoyl]3-chlorothieno[3,2-b]pyridine-6-carboxylic acid). The yield is 75.6%. As a reaction SMILES: [NH2:1][C:2]([CH3:9])([CH:6]([CH3:8])[CH3:7])[C:3]([NH2:5])=[O:4].[Cl:10][C:11]1[C:15]2=[N:16][C:17]3[C:23](=[O:24])[O:22][C:20](=[O:21])[C:18]=3[CH:19]=[C:14]2[S:13][CH:12]=1>C1COCC1>[C:3]([C:2]([NH:1][C:23]([C:17]1[N:16]=[C:15]2[C:11]([Cl:10])=[CH:12][S:13][C:14]2=[CH:19][C:18]=1[C:20]([OH:22])=[O:21])=[O:24])([CH3:9])[CH:6]([CH3:8])[CH3:7])(=[O:4])[NH2:5]. Procedure details: 2-Amino-2,3-dimethylbutyramide (0.71 g) all in one portion is added to a stirred solution of 3-chlorothieno[3,2-b]pyridine-5,6-dicarboxylic acid anhydride, (1.2 g) in THF (1.0 mL). After standing for five minutes, the ice bath is removed and the reaction stirred at room temperature for 28 hours. THF (5 mL) is added and the mixture heated at reflux for two hours and then set aside overnight. The cooled mixture is filtered and the collected solid washed with ether to give 1.4 g of the desired 5-[(... Starting materials: [OH-].[Na+] (Sodium hydroxide), ClC1=CC=C(C=C1)C=1N=C(OC1CCC(=O)OC)C (methyl 4-(4-chlorophenyl)-2-methyloxazole-5-propionate), Cl (hydrochloric acid). The solvent is O (water), C(C)O (ethanol). Reaction conditions: time 30 minute. Yields the product ClC1=CC=C(C=C1)C=1N=C(OC1CCC(=O)O)C (4-(4-chlorophenyl)-2-methyloxazole-5-propionic acid). RXN SMILES: [OH-].[Na+].[Cl:3][C:4]1[CH:9]=[CH:8][C:7]([C:10]2[N:11]=[C:12]([CH3:21])[O:13][C:14]=2[CH2:15][CH2:16][C:17]([O:19]C)=[O:18])=[CH:6][CH:5]=1.Cl>C(O)C.O>[Cl:3][C:4]1[CH:5]=[CH:6][C:7]([C:10]2[N:11]=[C:12]([CH3:21])[O:13][C:14]=2[CH2:15][CH2:16][C:17]([OH:19])=[O:18])=[CH:8][CH:9]=1 |f:0.1|. Procedure: 2N Sodium hydroxide (5 ml) was added to a solution of methyl 4-(4-chlorophenyl)-2-methyloxazole-5-propionate (1.4 g) in ethanol (10 ml) and the mixture was allowed to stand at room temperature for 30 minute, diluted with water and adjusted to pH 2 with hydrochloric acid. The resulting crystalline precipitate was collected by filtration and recrystallized from ethanol to give crystals of 4-(4-chlorophenyl)-2-methyloxazole-5-propionic acid, yield 1.17 g (88.6%), m.p. 211°-212° C. The IR and NMR sp...